This data is from the Open Reaction Database (ORD), a public repository of structured organic reaction records. The task is: describe an organic reaction: reactants, conditions, products, and yield The reactants are ClC1=C(C(=O)Cl)C=CC=N1 (2-chloronicotinic acid chloride), C1(CC1)[Sn](CCCC)(CCCC)CCCC (cyclopropyltributyltin), C1(CC1)[Sn](CCCC)(CCCC)CCCC (cyclopropyltributyltin), C(CCC)[Li] (n-butyllithium). Reagents/catalysts: [Cu]I (copper(I) iodide). Run in C1CCOC1 (THF), C1CCOC1 (THF). Reaction conditions: temperature -78 celsius, time 0.5 hour. Product: C1(CC1)C(=O)C=1C(=NC=CC1)Cl (2-chloro-3-pyridyl cyclopropyl ketone). Isolated yield 55.0%. RXN SMILES: [CH:1]1([Sn](CCCC)(CCCC)CCCC)[CH2:3][CH2:2]1.C([Li])CCC.[Cl:22][C:23]1[N:31]=[CH:30][CH:29]=[CH:28][C:24]=1[C:25](Cl)=[O:26]>C1COCC1.[Cu]I>[CH:1]1([C:25]([C:24]2[C:23]([Cl:22])=[N:31][CH:30]=[CH:29][CH:28]=2)=[O:26])[CH2:3][CH2:2]1. Procedure details: A mixture of cyclopropyltributyltin (0.5 g, 1.51 mmol) in 3 mL of THF was cooled to -78° C. and then n-butyllithium (0.604 mL, 2.5M in hexanes, 1.51 mmol) was added. The mixture was stirred at 0° C. for 0.5 hours. A mixture of copper(I) iodide (0.142 g, 0.75 mmol) in THF was cooled to -40° C. and the mixture containing the cyclopropyltributyltin was added. The mixture was stirred for 45 minutes and then 2-chloronicotinic acid chloride (0.265 g, 1.51 mmol) was added dropwise. The mixture was stir... Reactants: O=C1NC(=O)c2ccccc21, ClC(Cl)Cl, COc1cc(-c2cc(CCl)ccn2)cc(OC)c1OC, [K], O. Product: COc1cc(-c2cc(CN3C(=O)c4ccccc4C3=O)ccn2)cc(OC)c1OC. As a reaction SMILES: [C:21]1(=[O:31])[c:22]2[c:23]([cH:27][cH:28][cH:29][cH:30]2)[C:24](=[O:26])[NH:25]1.[CH:34]([Cl:35])([Cl:36])[Cl:37].[Cl:1][CH2:2][c:3]1[cH:4][c:5](-[c:9]2[cH:10][c:11]([O:19][CH3:20])[c:12]([O:17][CH3:18])[c:13]([O:15][CH3:16])[cH:14]2)[n:6][cH:7][cH:8]1.[K:32].[OH2:33]>>[CH2:2]([c:3]1[cH:4][c:5](-[c:9]2[cH:10][c:11]([O:19][CH3:20])[c:12]([O:17][CH3:18])[c:13]([O:15][CH3:16])[cH:14]2)[n:6][cH:7][cH:8]1)[N:25]1[C:21](=[O:31])[c:22]2[c:23]([cH:27][cH:28][cH:29][cH:30]2)[C:24]1=[O:26]. Reactants: N1=CC(=CC=C1)CCCCCC(=O)O (3-pyridinehexanoic acid), B (borane). Solvent: O1CCCC1 (tetrahydrofuran), O1CCCC1 (tetrahydrofuran). Conditions: time 8 hour. Yields the product N1=CC(=CC=C1)CCCCCCO (6-(3-pyridyl)hexanol). The yield is 91.6%. Reaction SMILES: [N:1]1[CH:6]=[CH:5][CH:4]=[C:3]([CH2:7][CH2:8][CH2:9][CH2:10][CH2:11][C:12](O)=[O:13])[CH:2]=1.B>O1CCCC1>[N:1]1[CH:6]=[CH:5][CH:4]=[C:3]([CH2:7][CH2:8][CH2:9][CH2:10][CH2:11][CH2:12][OH:13])[CH:2]=1. Procedure: A solution of 26.6 g of 3-pyridinehexanoic acid in 200 ml of dry tetrahydrofuran was cooled in an ice bath as 488 ml of 1 molar borane in tetrahydrofuran was added slowly. The reaction mixture was gradually brought to reflux temperature and was heated overnight. The excess reagent was quenched by the careful addition of 100 ml of methanol and the mixture was concentrated. The residue was diluted with excess 6N hydrochloric acid, allowed to stand overnight, made basic with 50% sodium hydroxide, a... Reactants: COC(=O)c1cc(F)cc2c1NC(c1cccc(-c3ccc(C(C)(C)C)cc3)c1)C(C)(C)C2, CO, Cl, [Na+], C1CCOC1, [OH-], O. The product is CC(C)(C)c1ccc(-c2cccc(C3Nc4c(cc(F)cc4C(=O)O)CC3(C)C)c2)cc1. As a reaction SMILES: [CH3:1][O:2][C:3](=[O:4])[c:5]1[cH:6][c:7]([F:33])[cH:8][c:9]2[c:14]1[NH:13][CH:12]([c:15]1[cH:16][c:17](-[c:21]3[cH:22][cH:23][c:24]([C:27]([CH3:28])([CH3:29])[CH3:30])[cH:25][cH:26]3)[cH:18][cH:19][cH:20]1)[C:11]([CH3:31])([CH3:32])[CH2:10]2.[CH3:37][OH:38].[ClH:36].[Na+:35].[O:39]1[CH2:40][CH2:41][CH2:42][CH2:43]1.[OH-:34].[OH2:44]>>[O:2]=[C:3]([OH:4])[c:5]1[cH:6][c:7]([F:33])[cH:8][c:9]2[c:14]1[NH:13][CH:12]([c:15]1[cH:16][c:17](-[c:21]3[cH:22][cH:23][c:24]([C:27]([CH3:28])([CH3:29])[CH3:30])[cH:25][cH:26]3)[cH:18][cH:19][cH:20]1)[C:11]([CH3:31])([CH3:32])[CH2:10]2. The reactants are S1C(=NC=C1)NCC(=O)OC1=CC=C(C(=O)OC)C=C1 (Methyl 4-[(thiazol-2-ylamino)acetyloxy]benzoate), ·DMS. The solvent is C1(=CC=CC=C1)C (toluene). Reaction conditions: time 15 minute. Yields the product S1C(=NC=C1)NCCOC1=CC=C(C(=O)OC)C=C1 (Methyl 4-[2-(thiazol-2-ylamino)ethyloxy]benzoate). RXN SMILES: [S:1]1[CH:5]=[CH:4][N:3]=[C:2]1[NH:6][CH2:7][C:8]([O:10][C:11]1[CH:20]=[CH:19][C:14]([C:15]([O:17][CH3:18])=[O:16])=[CH:13][CH:12]=1)=O>C1(C)C=CC=CC=1>[S:1]1[CH:5]=[CH:4][N:3]=[C:2]1[NH:6][CH2:7][CH2:8][O:10][C:11]1[CH:20]=[CH:19][C:14]([C:15]([O:17][CH3:18])=[O:16])=[CH:13][CH:12]=1. Procedure: Amide 24-3 (1.0 g, 3.4 mmol) was dissolved in 7 mL toluene at 0°, and BH3 ·DMS (341 μL, 3.6 mmol) was added. After 15 min, the reaction was heated to reflux for 16 h, cooled to 0°, and quenched with 10% Na2CO3. The mixture was extracted with EtOAc, the organic phase was washed with water and brine, dried (MgSO4), concentrated, and purified by flash chromatography (silica, 70% EtOAc/hexane) providing 24-4 as a white solid. Rf 0.64 (silica, EtOAc). Reactants: CC(C)(C)OC(=O)NC1CCC(n2c(=O)[nH]c3c(C(N)=O)nc(-c4cccc(O)c4)nc32)CC1, CCOC(=O)c1nc(-c2cccc(O)c2)nc2c1[nH]c(=O)n2C1CCC(NC(=O)OC(C)(C)C)CC1, CO, N. Product: NC(=O)c1nc(-c2cccc(O)c2)nc2c1[nH]c(=O)n2C1CCC(N)CC1. RXN SMILES: [C:1]([NH2:2])(=[O:3])[c:4]1[c:5]2[nH:6][c:7](=[O:34])[n:8]([CH:20]3[CH2:21][CH2:22][CH:23]([NH:26][C:27](=[O:28])[O:29][C:30]([CH3:31])([CH3:32])[CH3:33])[CH2:24][CH2:25]3)[c:9]2[n:10][c:11](-[c:13]2[cH:14][c:15]([OH:19])[cH:16][cH:17][cH:18]2)[n:12]1.[C:35]([O:36][C:37]([NH:38][CH:39]1[CH2:40][CH2:41][CH:42]([n:43]2[c:44](=[O:45])[nH:46][c:47]3[c:48]2[n:49][c:50](-[c:51]2[cH:52][cH:53][cH:54][c:55]([OH:56])[cH:57]2)[n:58][c:59]3[C:60]([O:61][CH2:62][CH3:63])=[O:64])[CH2:65][CH2:66]1)=[O:67])([CH3:68])([CH3:69])[CH3:70].[CH3:72][OH:73].[NH3:71]>>[C:1]([NH2:2])(=[O:3])[c:4]1[c:5]2[nH:6][c:7](=[O:34])[n:8]([CH:20]3[CH2:21][CH2:22][CH:23]([NH2:26])[CH2:24][CH2:25]3)[c:9]2[n:10][c:11](-[c:13]2[cH:14][c:15]([OH:19])[cH:16][cH:17][cH:18]2)[n:12]1. The reactants are CC(=O)c1cccc(C#N)c1, C[O-], CO, O=Cc1ccc([N+](=O)[O-])cc1, [Na+]. As a reaction SMILES: [C:4]([CH3:5])(=[O:6])[c:7]1[cH:8][c:9]([C:10]#[N:11])[cH:12][cH:13][cH:14]1.[CH3:1][O-:2].[CH3:26][OH:27].[N+:15](=[O:16])([O-:17])[c:18]1[cH:19][cH:20][c:21]([CH:22]=[O:23])[cH:24][cH:25]1.[Na+:3]>>[C:4]([CH:5]=[CH:22][c:21]1[cH:20][cH:19][c:18]([N+:15](=[O:16])[O-:17])[cH:25][cH:24]1)(=[O:6])[c:7]1[cH:8][c:9]([C:10]#[N:11])[cH:12][cH:13][cH:14]1. Product: N#Cc1cccc(C(=O)C=Cc2ccc([N+](=O)[O-])cc2)c1.